From a dataset of the Open Reaction Database (ORD), a public repository of structured organic reaction records. describe an organic reaction: reactants, conditions, products, and yield Reactants: O=C([O-])[O-], CC#N, Cc1ccc(C(=O)NC2CC2)cc1-n1ccnc(NC2(c3cc(F)ccc3O)CC2)c1=O, ClCCBr, [Cs+], [Cs+]. Product: Cc1ccc(C(=O)NC2CC2)cc1-n1ccnc(NC2(c3cc(F)ccc3OCCCl)CC2)c1=O. As a reaction SMILES: [C:37](=[O:38])([O-:39])[O-:40].[CH3:43][C:44]#[N:45].[CH:1]1([NH:4][C:5]([c:6]2[cH:7][c:8](-[n:13]3[c:14](=[O:31])[c:15]([NH:19][C:20]4([c:23]5[c:24]([OH:30])[cH:25][cH:26][c:27]([F:29])[cH:28]5)[CH2:21][CH2:22]4)[n:16][cH:17][cH:18]3)[c:9]([CH3:12])[cH:10][cH:11]2)=[O:32])[CH2:2][CH2:3]1.[Cl:33][CH2:34][CH2:35][Br:36].[Cs+:41].[Cs+:42]>>[CH:1]1([NH:4][C:5]([c:6]2[cH:7][c:8](-[n:13]3[c:14](=[O:31])[c:15]([NH:19][C:20]4([c:23]5[c:24]([O:30][CH2:35][CH2:34][Cl:33])[cH:25][cH:26][c:27]([F:29])[cH:28]5)[CH2:21][CH2:22]4)[n:16][cH:17][cH:18]3)[c:9]([CH3:12])[cH:10][cH:11]2)=[O:32])[CH2:2][CH2:3]1. Starting materials: C(CCCCCCCCCCCCCCC)NC1=CC=C(CCC(=O)O)C=C1 (4-(hexadecylamino)hydrocinnamic acid), OCC(C)O (1,2-dihydroxypropane), B(F)(F)F.CCOCC (boron trifluoride etherate). Yields the product C(CCCCCCCCCCCCCCC)NC1=CC=C(C=CC(=O)OCC(C)O)C=C1 (2-Hydroxypropyl 4-(hexadecylamino)cinnamate). Reaction SMILES: [CH2:1]([NH:17][C:18]1[CH:28]=[CH:27][C:21]([CH2:22][CH2:23][C:24]([OH:26])=[O:25])=[CH:20][CH:19]=1)[CH2:2][CH2:3][CH2:4][CH2:5][CH2:6][CH2:7][CH2:8][CH2:9][CH2:10][CH2:11][CH2:12][CH2:13][CH2:14][CH2:15][CH3:16].O[CH2:30][CH:31]([OH:33])[CH3:32].B(F)(F)F.CCOCC>>[CH2:1]([NH:17][C:18]1[CH:19]=[CH:20][C:21]([CH:22]=[CH:23][C:24]([O:26][CH2:30][CH:31]([OH:33])[CH3:32])=[O:25])=[CH:27][CH:28]=1)[CH2:2][CH2:3][CH2:4][CH2:5][CH2:6][CH2:7][CH2:8][CH2:9][CH2:10][CH2:11][CH2:12][CH2:13][CH2:14][CH2:15][CH3:16] |f:2.3|. Reported procedure: The title ester is prepared as in Example 23 by the reaction of 4-(hexadecylamino)hydrocinnamic acid with 1,2-dihydroxypropane and boron trifluoride etherate. The reactants are ClC1=CC=C(CCN2CC(NCC2)=O)C=C1 (4-(4-chlorophenethyl)piperazin-2-one), BrC=1C=CC=2C3=C(N(C2C1)C)CCN(CC3)C(=O)OC(C)(C)C (tert-butyl 8-bromo-6-methyl-1,2,4,5-tetrahydroazepino[4,5-b]indole-3(6H)-carboxylate), C(=O)([O-])[O-].[Cs+].[Cs+] (Cs2CO3), CN[C@H]1[C@@H](CCCC1)NC (trans-1,2-bis(methylamino)cyclohexane). The reagents and catalysts are [Cu]I (CuI). Solvent: O1CCOCC1 (dioxane). Conditions: temperature 25 celsius, time 30 minute. Product: ClC1=CC=C(CCN2CC(N(CC2)C=2C=CC=3C4=C(N(C3C2)C)CCN(CC4)C(=O)OC(C)(C)C)=O)C=C1 (tert-butyl 8-(4-(4-chlorophenethyl)-2-oxopiperazin-1-yl)-6-methyl-1,2,4,5-tetrahydroazepino[4,5-b]indole-3(6H)-carboxylate). Reaction SMILES: [Cl:1][C:2]1[CH:16]=[CH:15][C:5]([CH2:6][CH2:7][N:8]2[CH2:13][CH2:12][NH:11][C:10](=[O:14])[CH2:9]2)=[CH:4][CH:3]=1.Br[C:18]1[CH:19]=[CH:20][C:21]2[C:22]3[CH2:32][CH2:31][N:30]([C:33]([O:35][C:36]([CH3:39])([CH3:38])[CH3:37])=[O:34])[CH2:29][CH2:28][C:23]=3[N:24]([CH3:27])[C:25]=2[CH:26]=1.C([O-])([O-])=O.[Cs+].[Cs+].CN[C@@H]1CCCC[C@H]1NC>O1CCOCC1.[Cu]I>[Cl:1][C:2]1[CH:3]=[CH:4][C:5]([CH2:6][CH2:7][N:8]2[CH2:13][CH2:12][N:11]([C:18]3[CH:19]=[CH:20][C:21]4[C:22]5[CH2:32][CH2:31][N:30]([C:33]([O:35][C:36]([CH3:39])([CH3:38])[CH3:37])=[O:34])[CH2:29][CH2:28][C:23]=5[N:24]([CH3:27])[C:25]=4[CH:26]=3)[C:10](=[O:14])[CH2:9]2)=[CH:15][CH:16]=1 |f:2.3.4|. Reported procedure: A suspension of 4-(4-chlorophenethyl)piperazin-2-one (90 mg, 0.38 mmol), tert-butyl 8-bromo-6-methyl-1,2,4,5-tetrahydroazepino[4,5-b]indole-3(6H)-carboxylate (130 mg, 0.344 mmol), Cs2CO3 (123 mg, 0.378 mmol), CuI (131 mg, 0.688 mmol) and trans-1,2-bis(methylamino)cyclohexane (24 mg, 0.17 mmol) in dioxane (10 mL) was degassed by bubbling N2 through the suspension for 45 min. The suspension was put under N2 and heated at reflux for 5 d. The suspension was cooled, 9:0.9:0.1 CH2Cl2/MeOH/NH4OH (10 mL...